Dataset: the Open Reaction Database (ORD), a public repository of structured organic reaction records. Task: describe an organic reaction: reactants, conditions, products, and yield Starting materials: CCN=C=NCCCN(C)C (EDAC), ON1C(CCC1=O)=O (N-Hydroxysuccinimide), C(C)(C)(C)OC(=O)N1CCC(CC1)C(=O)O (1-(t-butoxycarbonyl)piperidine-4-carboxylic acid), CCN=C=NCCCN(C)C (EDAC). Solvent: CN(C)C=O (DMF). Conditions: temperature 5 celsius. Yields the product C(C)(C)(C)OC(=O)N1CCC(CC1)C(=O)ON1C(CCC1=O)=O (1-(1-(t-butoxycarbonyl)piperidin-4-ylcarbonyloxy)2,5-dioxopyrrolidine). Isolated yield 84.4%. RXN SMILES: [OH:1][N:2]1[C:6](=[O:7])[CH2:5][CH2:4][C:3]1=[O:8].[C:9]([O:13][C:14]([N:16]1[CH2:21][CH2:20][CH:19]([C:22](O)=[O:23])[CH2:18][CH2:17]1)=[O:15])([CH3:12])([CH3:11])[CH3:10].CCN=C=NCCCN(C)C>CN(C=O)C>[C:9]([O:13][C:14]([N:16]1[CH2:21][CH2:20][CH:19]([C:22]([O:1][N:2]2[C:6](=[O:7])[CH2:5][CH2:4][C:3]2=[O:8])=[O:23])[CH2:18][CH2:17]1)=[O:15])([CH3:12])([CH3:11])[CH3:10]. Reported procedure: N-Hydroxysuccinimide (25.3 g) was added to a solution of 1-(t-butoxycarbonyl)piperidine-4-carboxylic acid (45.8 g) in DMF (250 ml) and the mixture stirred at 5° C. EDAC (42 g) was added and the mixture stirred for 4 hours at 5° C. A further portion of EDAC (5.73 g) was added and the mixture allowed to warm to ambient temperature and stirred overnight. The mixture was evaporated to half its original volume and the residue partitioned between ethyl acetate (1000 ml) and water (250 ml). The ethyl a... Starting materials: [N+](=O)([O-])C=1C=C(C=CC1)NC1=NC(=C2N=CNC2=N1)NC1=CC=C(C(=O)OCC)C=C1 (Ethyl 4-[[2-[(3-nitrophenyl)amino]-9H-purin-6-yl]amino]benzoate), [H][H] (hydrogen). Reagents/catalysts: [Pt]=O (platinum oxide). Run in C(C)(=O)OCC (ethyl acetate), CO (methanol). Product: NC=1C=C(C=CC1)NC1=NC(=C2N=CNC2=N1)NC1=CC=C(C(=O)OCC)C=C1 (Ethyl 4-[[2-[(3-aminophenyl)amino]-9H-purin-6-yl]amino]benzoate). Isolated yield 39.3%. Reaction SMILES: [N+:1]([C:4]1[CH:5]=[C:6]([NH:10][C:11]2[N:19]=[C:18]3[C:14]([N:15]=[CH:16][NH:17]3)=[C:13]([NH:20][C:21]3[CH:31]=[CH:30][C:24]([C:25]([O:27][CH2:28][CH3:29])=[O:26])=[CH:23][CH:22]=3)[N:12]=2)[CH:7]=[CH:8][CH:9]=1)([O-])=O.[H][H]>C(OCC)(=O)C.CO.[Pt]=O>[NH2:1][C:4]1[CH:5]=[C:6]([NH:10][C:11]2[N:19]=[C:18]3[C:14]([N:15]=[CH:16][NH:17]3)=[C:13]([NH:20][C:21]3[CH:31]=[CH:30][C:24]([C:25]([O:27][CH2:28][CH3:29])=[O:26])=[CH:23][CH:22]=3)[N:12]=2)[CH:7]=[CH:8][CH:9]=1. Procedure details: 214 mg of the product of Example 24 are treated with 95 mg of platinum oxide (PtO2) in a mixture of 2.6 ml of ethyl acetate and 2.6 ml of methanol in the presence of hydrogen, H2. 78 mg of the expected product are thus obtained. The reactants are BrBr (bromine), C(C1=CC=CC=C1)C1=NC(=CC=C1)OCCOCC (2-benzyl-6-(2-ethoxyethyl)oxypyridine), [OH-].[K+] (potassium hydroxide), S(=O)([O-])[O-].[Na+].[Na+] (sodium sulfite). Reagents/catalysts: [Cl-].C(C)[N+](CC)(CC)CC (tetraethylammonium chloride). Solvent: [Br-].[K+] (potassium bromide), [Br-].[K+] (potassium bromide). The product is C(C1=CC=CC=C1)C1=NC(=CC=C1Br)OCCOCC (2-Benzyl-3-bromo-6-(2-ethoxyethyl)oxypyridine). As a reaction SMILES: [CH2:1]([C:8]1[CH:13]=[CH:12][CH:11]=[C:10]([O:14][CH2:15][CH2:16][O:17][CH2:18][CH3:19])[N:9]=1)[C:2]1[CH:7]=[CH:6][CH:5]=[CH:4][CH:3]=1.[OH-].[K+].[Br:22]Br.S([O-])([O-])=O.[Na+].[Na+]>[Cl-].C([N+](CC)(CC)CC)C.[Br-].[K+]>[CH2:1]([C:8]1[C:13]([Br:22])=[CH:12][CH:11]=[C:10]([O:14][CH2:15][CH2:16][O:17][CH2:18][CH3:19])[N:9]=1)[C:2]1[CH:3]=[CH:4][CH:5]=[CH:6][CH:7]=1 |f:1.2,4.5.6,7.8,9.10|. Procedure: A mixture of 1 g of 2-benzyl-6-(2-ethoxyethyl)oxypyridine, 125 mg of tetraethylammonium chloride and 279 mg of potassium hydroxide was suspended in 5 ml of an aqueous potassium bromide solution (2.5 g of potassium bromide was dissolved in 10 ml of water). Into the suspension was added dropwise a mixture of 0.23 ml of bromine and 5 ml of the aforementioned aqueous potassium bromide solution by using a dropping funnel with stirring under ice-cooling over 10 minutes. The mixture was returned to roo...